describe an organic reaction: reactants, conditions, products, and yield From a dataset of the Open Reaction Database (ORD), a public repository of structured organic reaction records. Reactants: CCO, CN(C)C=O, Cc1c(-c2ccccc2)oc2c(CCl)cccc2c1=O, [N-]=[N+]=[N-], [Na+], O. Product: Cc1c(-c2ccccc2)oc2c(CN=[N+]=[N-])cccc2c1=O. Reaction SMILES: [CH3:26][CH2:27][OH:28].[CH3:29][N:30]([CH3:31])[CH:32]=[O:33].[Cl:1][CH2:2][c:3]1[cH:4][cH:5][cH:6][c:7]2[c:8](=[O:20])[c:9]([CH3:19])[c:10](-[c:13]3[cH:14][cH:15][cH:16][cH:17][cH:18]3)[o:11][c:12]12.[N-:22]=[N+:23]=[N-:24].[Na+:21].[OH2:25]>>[CH2:2]([c:3]1[cH:4][cH:5][cH:6][c:7]2[c:8](=[O:20])[c:9]([CH3:19])[c:10](-[c:13]3[cH:14][cH:15][cH:16][cH:17][cH:18]3)[o:11][c:12]12)[N:22]=[N+:23]=[N-:24]. The reactants are BrC1=NC2=C(N1CC1=CC=C(C=C1)F)C=CC=C2 (2-bromo-1-(4-fluorophenylmethyl)-1H-benzimidazole), N1CCCNCCC1 (1,5-diazacyclooctane). Reaction conditions: temperature 80 celsius. The product is FC1=CC=C(C=C1)CN1C(=NC2=C1C=CC=C2)N2CCCNCCC2 (1-[1-(4-fluorophenylmethyl)-1H-benzimidazol-2-yl]-1,5-diazacyclooctane). The yield is 108.3%. RXN SMILES: Br[C:2]1[N:6]([CH2:7][C:8]2[CH:13]=[CH:12][C:11]([F:14])=[CH:10][CH:9]=2)[C:5]2[CH:15]=[CH:16][CH:17]=[CH:18][C:4]=2[N:3]=1.[NH:19]1[CH2:26][CH2:25][CH2:24][NH:23][CH2:22][CH2:21][CH2:20]1>>[F:14][C:11]1[CH:12]=[CH:13][C:8]([CH2:7][N:6]2[C:5]3[CH:15]=[CH:16][CH:17]=[CH:18][C:4]=3[N:3]=[C:2]2[N:19]2[CH2:26][CH2:25][CH2:24][NH:23][CH2:22][CH2:21][CH2:20]2)=[CH:9][CH:10]=1. Reported procedure: A mixture of 2-bromo-1-(4-fluorophenylmethyl)-1H-benzimidazole (10.07 g) and 1,5-diazacyclooctane (5.60 g) was heated at 80° C. for 1 hour. To the reaction mixture was added distilled water (300 ml), and the mixture was extracted with methylene chloride (300 ml). The extract was washed with water, and dried over anhydrous MgSO4. The solvent was removed under reduced pressure to give 1-[1-(4-fluorophenylmethyl)-1H-benzimidazol-2-yl]-1,5-diazacyclooctane (12.1 g) as a colorless oily liquid. Reactants: Nc1cc(Cl)ccc1O, FC(F)(F)c1cc(Cl)nc(-c2cccnc2)n1. Yields the product Oc1ccc(Cl)cc1Nc1cc(C(F)(F)F)nc(-c2cccnc2)n1. RXN SMILES: [Cl:18][c:19]1[cH:20][cH:21][c:22]([OH:26])[c:23]([NH2:24])[cH:25]1.[Cl:1][c:2]1[n:3][c:4](-[c:12]2[cH:13][n:14][cH:15][cH:16][cH:17]2)[n:5][c:6]([C:8]([F:9])([F:10])[F:11])[cH:7]1>>[c:2]1([NH:24][c:23]2[c:22]([OH:26])[cH:21][cH:20][c:19]([Cl:18])[cH:25]2)[n:3][c:4](-[c:12]2[cH:13][n:14][cH:15][cH:16][cH:17]2)[n:5][c:6]([C:8]([F:9])([F:10])[F:11])[cH:7]1. Starting materials: O(C1=CC=CC=C1)P(=O)(OC1=CC=CC=C1)OC=1N(CCOC1)C(=O)OC(C)(C)C (tert-butyl 5-((diphenoxyphosphoryl)oxy)-2H-1,4-oxazine-4(3H)-carboxylate), C(C1=CC=CC=C1)N1N=CC(=C1)B1OC(C(O1)(C)C)(C)C (1-benzyl-4-(4,4,5,5-tetramethyl-1,3,2-dioxaborolan-2-yl)-1H-pyrazole). Product: C(C1=CC=CC=C1)N1N=CC(=C1)C=1N(CCOC1)C(=O)OC(C)(C)C (tert-butyl 5-(1-benzyl-1H-pyrazol-4-yl)-2H-1,4-oxazine-4(3H)-carboxylate). The yield is 43.0%. Reaction SMILES: O(P(O[C:18]1[N:19]([C:24]([O:26][C:27]([CH3:30])([CH3:29])[CH3:28])=[O:25])[CH2:20][CH2:21][O:22][CH:23]=1)(OC1C=CC=CC=1)=O)C1C=CC=CC=1.[CH2:31]([N:38]1[CH:42]=[C:41](B2OC(C)(C)C(C)(C)O2)[CH:40]=[N:39]1)[C:32]1[CH:37]=[CH:36][CH:35]=[CH:34][CH:33]=1>>[CH2:31]([N:38]1[CH:42]=[C:41]([C:18]2[N:19]([C:24]([O:26][C:27]([CH3:28])([CH3:29])[CH3:30])=[O:25])[CH2:20][CH2:21][O:22][CH:23]=2)[CH:40]=[N:39]1)[C:32]1[CH:37]=[CH:36][CH:35]=[CH:34][CH:33]=1. Procedure details: This compound was prepared from tert-butyl 5-((diphenoxyphosphoryl)oxy)-2H-1,4-oxazine-4(3H)-carboxylate and 1-benzyl-4-(4,4,5,5-tetramethyl-1,3,2-dioxaborolan-2-yl)-1H-pyrazole using a procedure similar to that described in Example 2 (Steps 1-3a) above. The product was isolated as a brown solid (43% yield); 1H-NMR (d6-DMSO) 1.12 (9H, s), 3.61 (2H, t), 4.02 (2H, t), 5.24 (2H, s), 6.31 (1H, s), 7.27-7.33 (6H, m), 7.64 (1H, s); 13C-NMR (CDCl3) 27.8, 41.9, 56.2, 66.5, 125.5, 128.1, 128.2, 128.8, 13...